From a dataset of the Open Reaction Database (ORD), a public repository of structured organic reaction records. describe an organic reaction: reactants, conditions, products, and yield Reactants: C1(=CC=CC=C1)S(=O)CC1=CC=C(C(=C1C(=O)OCC)OC)CC (ethyl 6-(benzenesulphinylmethyl)-3-ethyl-2-methoxybenzoate), C(#N)N=S(C1=CC=CC=C1)CC1=CC=C(C(=C1C(=O)OCC1=CC=CC=C1)OC)C1=COC=C1 (benzyl 6-[(N-cyano-S-phenylsulphinimidoyl)methyl]-3-(furan-3-yl)-2-methoxybenzoate), C(#N)N=S(C1=CC=CC=C1)CC1=CC=C(C(=C1C(=O)OCC1=CC=CC=C1)OC)C1=COC=C1 (benzyl 6-[(N-cyano-S-phenylsulphinimidoyl)methyl]-3-(furan-3-yl)-2-methoxybenzoate). Product: C(#N)N=S(=O)(C1=CC=CC=C1)CC1=CC=C(C(=C1C(=O)OCC1=CC=CC=C1)OC)C1=COC=C1 (Benzyl 6-[(N-cyano-S-phenylsulphonimidoyl)methyl]-3-(furan-3-yl)-2-methoxybenzoate). Reaction SMILES: C1(S(CC2C(C(OCC)=O)=C(OC)C(CC)=CC=2)=[O:8])C=CC=CC=1.[C:25]([N:27]=[S:28]([CH2:35][C:36]1[C:41]([C:42]([O:44][CH2:45][C:46]2[CH:51]=[CH:50][CH:49]=[CH:48][CH:47]=2)=[O:43])=[C:40]([O:52][CH3:53])[C:39]([C:54]2[CH:58]=[CH:57][O:56][CH:55]=2)=[CH:38][CH:37]=1)[C:29]1[CH:34]=[CH:33][CH:32]=[CH:31][CH:30]=1)#[N:26]>>[C:25]([N:27]=[S:28]([CH2:35][C:36]1[C:41]([C:42]([O:44][CH2:45][C:46]2[CH:47]=[CH:48][CH:49]=[CH:50][CH:51]=2)=[O:43])=[C:40]([O:52][CH3:53])[C:39]([C:54]2[CH:58]=[CH:57][O:56][CH:55]=2)=[CH:38][CH:37]=1)([C:29]1[CH:30]=[CH:31][CH:32]=[CH:33][CH:34]=1)=[O:8])#[N:26]. Procedure details: Prepared by proceeding in a similar manner to Intermediate 2, starting from benzyl 6-[(N-cyano-S-phenylsulphinimidoyl)methyl]-3-(furan-3-yl)-2-methoxybenzoate (Intermediate 225). The reactants are Brc1ccccc1, NC(=O)NCc1ccccc1, CNCCNC, [Cu]I, [K+], [K+], [K+], C1COCCO1, O=P([O-])([O-])[O-]. The product is O=C(NCc1ccccc1)Nc1ccccc1. RXN SMILES: [Br:20][c:21]1[cH:22][cH:23][cH:24][cH:25][cH:26]1.[CH2:9]([c:10]1[cH:11][cH:12][cH:13][cH:14][cH:15]1)[NH:16][C:17](=[O:18])[NH2:19].[CH3:27][NH:28][CH2:29][CH2:30][NH:31][CH3:32].[Cu:33][I:34].[K+:6].[K+:7].[K+:8].[O:35]1[CH2:36][CH2:37][O:38][CH2:39][CH2:40]1.[P:1]([O-:2])([O-:3])([O-:4])=[O:5]>>[CH2:9]([c:10]1[cH:11][cH:12][cH:13][cH:14][cH:15]1)[NH:16][C:17](=[O:18])[NH:19][c:21]1[cH:22][cH:23][cH:24][cH:25][cH:26]1. Starting materials: CCCCNc1ncc(C(O)(C(F)(F)F)C(F)(F)F)s1, CCN=C=O, CCOC(C)=O, c1ccccc1. Product: CCCCN(C(=O)NCC)c1ncc(C(O)(C(F)(F)F)C(F)(F)F)s1. As a reaction SMILES: [CH2:1]([CH2:2][CH2:3][CH3:4])[NH:5][c:6]1[s:7][c:8]([C:11]([C:12]([F:13])([F:14])[F:15])([C:16]([F:17])([F:18])[F:19])[OH:20])[cH:9][n:10]1.[CH2:21]([CH3:22])[N:23]=[C:24]=[O:25].[CH3:32][CH2:33][O:34][C:35]([CH3:36])=[O:37].[cH:26]1[cH:27][cH:28][cH:29][cH:30][cH:31]1>>[CH2:1]([CH2:2][CH2:3][CH3:4])[N:5]([c:6]1[s:7][c:8]([C:11]([C:12]([F:13])([F:14])[F:15])([C:16]([F:17])([F:18])[F:19])[OH:20])[cH:9][n:10]1)[C:24]([NH:23][CH2:21][CH3:22])=[O:25].